This data is from the Open Reaction Database (ORD), a public repository of structured organic reaction records. The task is: describe an organic reaction: reactants, conditions, products, and yield The reactants are C=CCN1CC(C)N(C(c2cccc(O)c2)c2cccc(C(=O)N3CCC4(CC3)OCCO4)c2)CC1C, CCO, O=S(=O)(O)O. Product: C=CCN1CC(C)N(C(c2cccc(O)c2)c2cccc(C(=O)N3CCC(=O)CC3)c2)CC1C. As a reaction SMILES: [CH2:1]([CH:2]=[CH2:3])[N:4]1[CH2:5][CH:6]([CH3:37])[N:7]([CH:11]([c:12]2[cH:13][c:14]([C:18](=[O:19])[N:20]3[CH2:21][CH2:22][C:23]4([O:24][CH2:27][CH2:26][O:25]4)[CH2:28][CH2:29]3)[cH:15][cH:16][cH:17]2)[c:30]2[cH:31][c:32]([OH:36])[cH:33][cH:34][cH:35]2)[CH2:8][CH:9]1[CH3:10].[CH3:43][CH2:44][OH:45].[S:38](=[O:39])(=[O:40])([OH:41])[OH:42]>>[CH2:1]([CH:2]=[CH2:3])[N:4]1[CH2:5][CH:6]([CH3:37])[N:7]([CH:11]([c:12]2[cH:13][c:14]([C:18](=[O:19])[N:20]3[CH2:21][CH2:22][C:23](=[O:24])[CH2:28][CH2:29]3)[cH:15][cH:16][cH:17]2)[c:30]2[cH:31][c:32]([OH:36])[cH:33][cH:34][cH:35]2)[CH2:8][CH:9]1[CH3:10]. Reactants: ON=C(C)C1=CC=C(C=C1)NC(=O)NCC(=O)OCC (N-[4-(1-hydroxyiminoethyl)phenyl]-N'-ethoxycarbonylmethylurea), C[O-].[Na+] (sodium methoxide), C(C=CC)Br (crotyl bromide). The solvent is O (water). Yields the product C(C=CC)ON=C(C)C1=CC=C(C=C1)NC(=O)NCC(=O)OCC (N-[4-(1-crotyloxyiminoethyl)phenyl]-N'-ethoxycarbonylmethylurea). Reaction SMILES: [OH:1][N:2]=[C:3]([C:5]1[CH:10]=[CH:9][C:8]([NH:11][C:12]([NH:14][CH2:15][C:16]([O:18][CH2:19][CH3:20])=[O:17])=[O:13])=[CH:7][CH:6]=1)[CH3:4].C[O-].[Na+].[CH2:24](Br)[CH:25]=[CH:26][CH3:27]>O>[CH2:24]([O:1][N:2]=[C:3]([C:5]1[CH:6]=[CH:7][C:8]([NH:11][C:12]([NH:14][CH2:15][C:16]([O:18][CH2:19][CH3:20])=[O:17])=[O:13])=[CH:9][CH:10]=1)[CH3:4])[CH:25]=[CH:26][CH3:27] |f:1.2|. Reported procedure: A solution of the N-[4-(1-hydroxyiminoethyl)phenyl]-N'-ethoxycarbonylmethylurea in 25% methanolic sodium methoxide (1.0 equivalent) is treated at room temperature with 1.1 equivalent of crotyl bromide. The reaction mixture is stirred until the temperature falls to about 20° C. The reaction mixture is then poured into cold water and extracted with diethyl ether. The ether solution is dried over MgSO4 and filtered, and the solvent is removed by rotary evaporator to yield the product N-[4-(1-crotyl... Reactants: C(C(=O)Cl)(=O)Cl (oxalyl chloride), FC1=C(C=CC=C1)C1=NC(=NC=C1C(=O)OCC)SC (ethyl 4-(2-fluorophenyl)-2-(methylthio)pyrimidine-5-carboxylate), [OH-].[Na+] (NaOH), COC=1C=C(CNC(C)C)C=CC1 (N-(3-methoxybenzyl)propan-2-amine), C(C)(C)N(CC)C(C)C (diisopropylethylamine). Solvent: C(Cl)Cl (CH2Cl2), C(Cl)Cl (CH2Cl2), CN(C)C=O (DMF), C(C)O (ethanol), O (water), C(Cl)Cl (CH2Cl2). Conditions: time 15 minute. Yields the product COC=1C=C(CN(C(=O)C=2C(=NC(=NC2)SC)C2=C(C=CC=C2)F)C(C)C)C=CC1 (N-(3-methoxybenzyl)-4-(2-fluorophenyl)-N-isopropyl-2(methylthio)pyrimidine-5-carboxamide). Yield: 23.5%. As a reaction SMILES: [F:1][C:2]1[CH:7]=[CH:6][CH:5]=[CH:4][C:3]=1[C:8]1[C:13]([C:14]([O:16]CC)=O)=[CH:12][N:11]=[C:10]([S:19][CH3:20])[N:9]=1.[OH-].[Na+].C(Cl)(=O)C(Cl)=O.[CH3:29][O:30][C:31]1[CH:32]=[C:33]([CH:39]=[CH:40][CH:41]=1)[CH2:34][NH:35][CH:36]([CH3:38])[CH3:37].C(N(C(C)C)CC)(C)C>C(O)C.O.C(Cl)Cl.CN(C=O)C>[CH3:29][O:30][C:31]1[CH:32]=[C:33]([CH:39]=[CH:40][CH:41]=1)[CH2:34][N:35]([CH:36]([CH3:38])[CH3:37])[C:14]([C:13]1[C:8]([C:3]2[CH:4]=[CH:5][CH:6]=[CH:7][C:2]=2[F:1])=[N:9][C:10]([S:19][CH3:20])=[N:11][CH:12]=1)=[O:16] |f:1.2|. Reported procedure: A mixture of ethyl 4-(2-fluorophenyl)-2-(methylthio)pyrimidine-5-carboxylate (3.3 g, 10.96 mmol), solid NaOH (3.2 g) in ethanol(30 mL) and water (6 mL) was refluxed for 1 h. and cooled to room temperature. The solvent was removed under reduced pressure, and the residue was acidified with 6N HCI. The product was extracted with EtOAC (3×50 mL), and the organic extracts were dried and concentrated to give crude acids (1.6 g). A solution of 2 M oxalyl chloride in CH2Cl2 (3.00 mL, 6 mmol) was added t...